This data is from the Open Reaction Database (ORD), a public repository of structured organic reaction records. The task is: describe an organic reaction: reactants, conditions, products, and yield Reaction SMILES: [C:1]([C:5]1[NH:6][C:7]([C:9]2[C:14]([C:15]=1[C:16]1[CH:21]=[CH:20][CH:19]=[CH:18][CH:17]=1)=[CH:13][CH:12]=[CH:11][CH:10]=2)=O)([CH3:4])([CH3:3])[CH3:2].P(Cl)(Cl)([Cl:24])=O>>[C:1]([C:5]1[N:6]=[C:7]([Cl:24])[C:9]2[C:14]([C:15]=1[C:16]1[CH:21]=[CH:20][CH:19]=[CH:18][CH:17]=1)=[CH:13][CH:12]=[CH:11][CH:10]=2)([CH3:4])([CH3:3])[CH3:2]. The product is C(C)(C)(C)C=1N=C(C2=CC=CC=C2C1C1=CC=CC=C1)Cl (3-tert.butyl-1-chloro-4-phenyl isoquinoline). Procedure: A mixture of 11 g. (0.04 mole) of 3-tert. butyl-4-phenyl isocarbostyril and 40 ml. of phosphorous oxychloride is refluxed for one hour. The excess solvent is removed in vacuo and ice is added to the residue and stirred. The resulting solid is filtered and washed with water and recrystallized from ethanol to give 3-tert.butyl-1-chloro-4-phenyl isoquinoline; m.p. 139°-140° C. Starting materials: C(C)(C)(C)C=1NC(=O)C2=CC=CC=C2C1C1=CC=CC=C1 (3-tert. butyl-4-phenyl isocarbostyril), P(=O)(Cl)(Cl)Cl (phosphorous oxychloride).